This data is from the Open Reaction Database (ORD), a public repository of structured organic reaction records. The task is: describe an organic reaction: reactants, conditions, products, and yield Starting materials: O=C1C=C(OCc2ccccc2)CN1, CS(C)=O, Cc1ccc(C=O)[nH]1. Product: Cc1ccc(C=C2NC(=O)C=C2OCc2ccccc2)[nH]1. RXN SMILES: [CH2:9]([c:10]1[cH:11][cH:12][cH:13][cH:14][cH:15]1)[O:16][C:17]1=[CH:18][C:19](=[O:22])[NH:20][CH2:21]1.[CH3:23][S:24]([CH3:25])=[O:26].[CH:1](=[O:2])[c:3]1[nH:4][c:5]([CH3:8])[cH:6][cH:7]1>>[CH:1]([c:3]1[nH:4][c:5]([CH3:8])[cH:6][cH:7]1)=[C:21]1[C:17]([O:16][CH2:9][c:10]2[cH:11][cH:12][cH:13][cH:14][cH:15]2)=[CH:18][C:19](=[O:22])[NH:20]1.